Dataset: the Open Reaction Database (ORD), a public repository of structured organic reaction records. Task: describe an organic reaction: reactants, conditions, products, and yield The reactants are N(=C=O)C1=C(C=CC=C1)OC1=CC=CC=C1 (1-isocyanato-2-phenoxybenzene), CC(C(C(=O)OC)NC(=O)C=1SC(=CN1)C1=CC=C(C=C1)[N+](=O)[O-])C (Methyl 3-methyl-2-(5-(4-nitrophenyl)thiazole-2-carboxamido)butanoate). Product: CC(C(C(=O)OC)NC(=O)C=1SC(=CN1)C1=CC=C(C=C1)NC(=O)NC1=C(C=CC=C1)OC1=CC=CC=C1)C (Methyl 3-methyl-2-(5-(4-(3-(2-phenoxyphenyl)ureido)phenyl)thiazole-2-carboxamido)butanoate). Isolated yield 84.0%. As a reaction SMILES: [N:1]([C:4]1[CH:9]=[CH:8][CH:7]=[CH:6][C:5]=1[O:10][C:11]1[CH:16]=[CH:15][CH:14]=[CH:13][CH:12]=1)=[C:2]=[O:3].[CH3:17][CH:18]([CH3:41])[CH:19]([NH:24][C:25]([C:27]1[S:28][C:29]([C:32]2[CH:37]=[CH:36][C:35]([N+:38]([O-])=O)=[CH:34][CH:33]=2)=[CH:30][N:31]=1)=[O:26])[C:20]([O:22][CH3:23])=[O:21]>>[CH3:17][CH:18]([CH3:41])[CH:19]([NH:24][C:25]([C:27]1[S:28][C:29]([C:32]2[CH:37]=[CH:36][C:35]([NH:38][C:2]([NH:1][C:4]3[CH:9]=[CH:8][CH:7]=[CH:6][C:5]=3[O:10][C:11]3[CH:16]=[CH:15][CH:14]=[CH:13][CH:12]=3)=[O:3])=[CH:34][CH:33]=2)=[CH:30][N:31]=1)=[O:26])[C:20]([O:22][CH3:23])=[O:21]. Procedure details: The title compound was synthesized analogous to Example 9, using 1-isocyanato-2-phenoxybenzene and intermediate 2. Yield: 84%; 1H NMR (DMSO-d6, 300 MHz): δ 9.53 (s, 1H), 8.73 (d, 1H), 8.54 (s, 1H), 8.35 (s, 1H), 8.27 (dd, 1H), 7.73 (d, 2H), 7.57 (d, 2H), 7.43 (dd, 2H), 7.17 (m, 1H), 7.1 (d, 1H), 7.07 (dd, 2H), 6.98 (d, 1H), 6.86 (d, 1H), 4.32 (m, 1H), 3.68 (s, 3H), 2.28 (m, 1H), 0.94 (d, 6H); MS (ES+) m/z 545 (M+1). Starting materials: [Br-], O=Cc1c(-c2cccc(Br)c2)nn2c(Cl)cccc12, C#C[Mg+]. Yields the product C#CC(O)c1c(-c2cccc(Br)c2)nn2c(Cl)cccc12. As a reaction SMILES: [Br-:20].[Br:1][c:2]1[cH:3][c:4](-[c:8]2[n:9][n:10]3[c:11]([cH:12][cH:13][cH:14][c:15]3[Cl:16])[c:17]2[CH:18]=[O:19])[cH:5][cH:6][cH:7]1.[C:21](#[CH:22])[Mg+:23]>>[Br:1][c:2]1[cH:3][c:4](-[c:8]2[n:9][n:10]3[c:11]([cH:12][cH:13][cH:14][c:15]3[Cl:16])[c:17]2[CH:18]([OH:19])[C:21]#[CH:22])[cH:5][cH:6][cH:7]1.